This data is from the Open Reaction Database (ORD), a public repository of structured organic reaction records. The task is: describe an organic reaction: reactants, conditions, products, and yield Reactants: [N+](=O)([O-])C=1C=C(C=O)C=CC1 (3-nitrobenzaldehyde), CN(CCN)C (N,N-dimethylethylenediamine), C(#N)[BH3-].[Na+] (sodium cyanoborohydride). The reagents and catalysts are CC(=O)O (HOAc). Solvent: C(Cl)Cl (DCM). Run at temperature 40 celsius, time 8 hour. Product: CN(CCNCC1=CC(=CC=C1)[N+](=O)[O-])C ([2-(Dimethylamino)ethyl][(3-nitrophenyl)methyl]amine). Reaction SMILES: [N+:1]([C:4]1[CH:5]=[C:6]([CH:9]=[CH:10][CH:11]=1)[CH:7]=O)([O-:3])=[O:2].[CH3:12][N:13]([CH3:17])[CH2:14][CH2:15][NH2:16].C([BH3-])#N.[Na+]>CC(O)=O.C(Cl)Cl>[CH3:12][N:13]([CH3:17])[CH2:14][CH2:15][NH:16][CH2:7][C:6]1[CH:9]=[CH:10][CH:11]=[C:4]([N+:1]([O-:3])=[O:2])[CH:5]=1 |f:2.3|. Procedure details: A solution of 3-nitrobenzaldehyde (127 mg, 0.84 mmol), N,N-dimethylethylenediamine (184 μL, 1.7 mmol), and HOAc (5 drops) in DCM (10 mL) was stirred at rt for 6 h and then heated to 40° C. for 1 hour. The reaction was cooled to 0° C., and sodium cyanoborohydride (360 mg, 1.7 mmol) was added in one portion. The reaction was stirred overnight at rt. After 16 h, the reaction mixture was washed with 4 N NaOH, dried over Na2SO4, and concentrated. The crude product was used in the next reaction withou...